Dataset: the Open Reaction Database (ORD), a public repository of structured organic reaction records. Task: describe an organic reaction: reactants, conditions, products, and yield Reactants: ClC=1N=C(C2=C(N1)N(C=C2)S(=O)(=O)C2=CC=C(C)C=C2)NC2=CC(=CC=C2)S(=O)(=O)N (2-chloro-N-(3-aminosulfonyl-phenyl)-7-tosyl-7H-pyrrolo[2,3-d]pyrimidin-4-amine), NC1=CC=C(C=C1)N1CCN(CC1)C(C)=O (1-(4-(4-aminophenyl)piperazin-1-yl)ethanone), C[Si](C)(C)Cl (trimethylsilyl chloride), NC1=CC=C(C=C1)N1CCN(CC1)C(C)=O (1-(4-(4-aminophenyl)piperazin-1-yl)ethanone). Solvent: C(CCC)O (nBuOH), O1CCOCC1 (dioxane). Reaction conditions: temperature 110 celsius, time 72 hour. Yields the product C(C)(=O)N1CCN(CC1)C1=CC=C(C=C1)NC=1N=C(C2=C(N1)N(C=C2)S(=O)(=O)C2=CC=C(C)C=C2)NC=2C=C(C=CC2)S(=O)(=O)N (3-(2-(4-(4-acetylpiperazin-1-yl)phenylamino)-7-tosyl-7H-pyrrolo[2,3-d]pyrimidin-4-ylamino)benzenesulfonamide). Yield: 28.8%. RXN SMILES: Cl[C:2]1[N:3]=[C:4]([NH:21][C:22]2[CH:27]=[CH:26][CH:25]=[C:24]([S:28]([NH2:31])(=[O:30])=[O:29])[CH:23]=2)[C:5]2[CH:10]=[CH:9][N:8]([S:11]([C:14]3[CH:20]=[CH:19][C:17]([CH3:18])=[CH:16][CH:15]=3)(=[O:13])=[O:12])[C:6]=2[N:7]=1.[NH2:32][C:33]1[CH:38]=[CH:37][C:36]([N:39]2[CH2:44][CH2:43][N:42]([C:45](=[O:47])[CH3:46])[CH2:41][CH2:40]2)=[CH:35][CH:34]=1.C[Si](Cl)(C)C>C(O)CCC.O1CCOCC1>[C:45]([N:42]1[CH2:41][CH2:40][N:39]([C:36]2[CH:37]=[CH:38][C:33]([NH:32][C:2]3[N:3]=[C:4]([NH:21][C:22]4[CH:23]=[C:24]([S:28]([NH2:31])(=[O:29])=[O:30])[CH:25]=[CH:26][CH:27]=4)[C:5]4[CH:10]=[CH:9][N:8]([S:11]([C:14]5[CH:20]=[CH:19][C:17]([CH3:18])=[CH:16][CH:15]=5)(=[O:13])=[O:12])[C:6]=4[N:7]=3)=[CH:34][CH:35]=2)[CH2:44][CH2:43]1)(=[O:47])[CH3:46]. Procedure: A mixture of 2-chloro-N-(3-aminosulfonyl-phenyl)-7-tosyl-7H-pyrrolo[2,3-d]pyrimidin-4-amine (100 mg, 0.210 mmol), 1-(4-(4-aminophenyl)piperazin-1-yl)ethanone (92 mg, 0.42 mmol) and trimethylsilyl chloride (0.200 mL, 1.58 mmol) in nBuOH (2 mL) and dioxane (2 mL) was heated at 110° C. for 72 h. More 1-(4-(4-aminophenyl)piperazin-1-yl)ethanone (92 mg, 0.42 mmol) was added. The mixture was stirred at 110° C. for another 72 h. It was then purified by HPLC to give 3-(2-(4-(4-acetylpiperazin-1-yl)pheny...